Task: describe an organic reaction: reactants, conditions, products, and yield. Dataset: the Open Reaction Database (ORD), a public repository of structured organic reaction records Starting materials: ClC1=C(C(=O)O)C=CC=N1 (2-chloronicotinic acid), CNC1=CC=C(C=C1)[N+](=O)[O-] (N-methyl-4-nitroaniline), S(=O)(Cl)Cl (thionyl chloride), [S-]C#N.[NH4+] (ammonium thiocyanate). The solvent is CC(=O)C (acetone), CN(C)C=O (DMF), CC(=O)C (acetone). Product: CN(C1=CC=C(C=C1)[N+](=O)[O-])C=1SC2=C(C(N1)=O)C=CC=N2 (2-[N-methyl-N-(4-nitrophenyl)amino]-4H-pyrido[3,2-e]-1,3-thiazin-4-one). Yield: 81.0%. RXN SMILES: Cl[C:2]1[N:10]=[CH:9][CH:8]=[CH:7][C:3]=1[C:4]([OH:6])=O.S(Cl)(Cl)=O.[S-:15][C:16]#[N:17].[NH4+].[CH3:19][NH:20][C:21]1[CH:26]=[CH:25][C:24]([N+:27]([O-:29])=[O:28])=[CH:23][CH:22]=1>CC(C)=O.CN(C=O)C>[CH3:19][N:20]([C:16]1[S:15][C:2]2[N:10]=[CH:9][CH:8]=[CH:7][C:3]=2[C:4](=[O:6])[N:17]=1)[C:21]1[CH:22]=[CH:23][C:24]([N+:27]([O-:29])=[O:28])=[CH:25][CH:26]=1 |f:2.3|. Procedure details: The reaction procedure of Example 57 was followed except that 1.757 g (11.2 mmol) of 2-chloronicotinic acid, 15 ml of thionyl chloride, two droplets of DMF, 891 mg of ammonium thiocyanate, 15 ml of acetone, 1.78 g of N-methyl-4-nitroaniline and 10 ml of acetone were used. The product was then recrystallized from ethanol to obtain 2.85 g of 2-[N-methyl-N-(4-nitrophenyl)amino]-4H-pyrido[3,2-e]-1,3-thiazin-4-one. Reactants: C(C)O (ethanol), aqueous solution, [OH-].[Na+] (sodium hydroxide), C(C)C(C(=O)NC1=CC=C2C(NC(N(C2=C1)CCCCN1CCC(CC1)OC(C1=CC=CC=C1)C1=CC=CC=C1)=O)=O)C(=O)N (Ethyl N-[2,4-dioxo-1-[4-(4-diphenylmethoxypiperidino)butyl]-1,2,3,4-tetrahydro-7-quinazolinyl]malonamide). Solvent: O1CCCC1 (tetrahydrofuran). Reaction conditions: time 16 hour. Yields the product O=C1N(C2=CC(=CC=C2C(N1)=O)NC(=O)CC(=O)O)CCCCN1CCC(CC1)OC(C1=CC=CC=C1)C1=CC=CC=C1 ([2,4-Dioxo-1-[4-(4-diphenylmethoxypiperidinyl)butyl]-1,2,3,4-tetrahydro-7-quinazolinyl]carbamoylacetic acid). The yield is 19.0%. RXN SMILES: C([CH:3]([C:43](N)=[O:44])[C:4]([NH:6][C:7]1[CH:16]=[C:15]2[C:10]([C:11](=[O:42])[NH:12][C:13](=[O:41])[N:14]2[CH2:17][CH2:18][CH2:19][CH2:20][N:21]2[CH2:26][CH2:25][CH:24]([O:27][CH:28]([C:35]3[CH:40]=[CH:39][CH:38]=[CH:37][CH:36]=3)[C:29]3[CH:34]=[CH:33][CH:32]=[CH:31][CH:30]=3)[CH2:23][CH2:22]2)=[CH:9][CH:8]=1)=[O:5])C.C([OH:48])C.[OH-].[Na+]>O1CCCC1>[O:41]=[C:13]1[NH:12][C:11](=[O:42])[C:10]2[C:15](=[CH:16][C:7]([NH:6][C:4]([CH2:3][C:43]([OH:48])=[O:44])=[O:5])=[CH:8][CH:9]=2)[N:14]1[CH2:17][CH2:18][CH2:19][CH2:20][N:21]1[CH2:26][CH2:25][CH:24]([O:27][CH:28]([C:35]2[CH:40]=[CH:39][CH:38]=[CH:37][CH:36]=2)[C:29]2[CH:34]=[CH:33][CH:32]=[CH:31][CH:30]=2)[CH2:23][CH2:22]1 |f:2.3|. Procedure: Ethyl N-[2,4-dioxo-1-[4-(4-diphenylmethoxypiperidino)butyl]-1,2,3,4-tetrahydro-7-quinazolinyl]malonamide (690 mg) obtained in Example 43 was dissolved in tetrahydrofuran (10.0 ml) and ethanol (10.0 ml) and then a 1N aqueous solution of sodium hydroxide (5.0 ml) was added. The reaction mixture was stirred at room temperature for 16 hours and the solvent was distilled off under reduced pressure, and the residue was made acidic with 1N hydrochloric acid, and then extracted with ethyl acetate. After...